Dataset: the Open Reaction Database (ORD), a public repository of structured organic reaction records. Task: describe an organic reaction: reactants, conditions, products, and yield The reactants are C1CCOC1 (THF), [BH4-].[Na+] (NaBH4), ( 2 ), BrC1=CC=C2C(=CNC2=C1)C(C(=O)O)=O (2-(6-bromo-1H-indol-3-yl)-2-oxoacetic acid), CC1=CC=C(C=C1)S(=O)(=O)NN (4-methylbenzenesulfonohydrazide). Run in O (H2O), Cl (HCl), CO.CCO (MeOH EtOH). Conditions: temperature 50 celsius, time 8 hour. Yields the product BrC1=CC=C2C(=CNC2=C1)CC(=O)O (2-(6-bromo-1H-indol-3-yl)acetic acid). Yield: 2.4%. Reaction SMILES: [Br:1][C:2]1[CH:10]=[C:9]2[C:5]([C:6]([C:11](=O)[C:12]([OH:14])=[O:13])=[CH:7][NH:8]2)=[CH:4][CH:3]=1.CC1C=CC(S(NN)(=O)=O)=CC=1.C1COCC1.[BH4-].[Na+]>CO.CCO.O.Cl>[Br:1][C:2]1[CH:10]=[C:9]2[C:5]([C:6]([CH2:11][C:12]([OH:14])=[O:13])=[CH:7][NH:8]2)=[CH:4][CH:3]=1 |f:3.4,5.6|. Procedure details: Step E (2): To a solution of 2-(6-bromo-1H-indol-3-yl)-2-oxoacetic acid (780 mg, 2.9 mmol) from Step E (1) in MeOH/EtOH (20.0 mL/5.0 mL) was added 4-methylbenzenesulfonohydrazide (1.1 g, 5.8 mmol). The mixture was heated at reflux for 5 h. The solvent was removed. 15 mL of THF and NaBH4 (658 mg, 17.4 mmol) were then added. The reaction mixture was stirred at 50° C. overnight and then at an additional 6 h at 80° C. The reaction mixture was diluted with H2O and 1.0 N HCl and washed with EtOAc. The... The reactants are ClC1=C(OC(C(=O)O)(C)C)C=CC(=C1Cl)CCC(C=1SC(=CC1)C1=CC=C(C=C1)OC(F)(F)F)O (2-(2,3-dichloro-4-(3-hydroxy-3-(5-(4-(trifluoromethoxy)phenyl)thien-2-yl)propyl)phenoxy)-2-methylpropanoic acid), [H-].[Na+] (sodium hydride), IC (iodomethane). Yields the product ClC1=C(OC(C(=O)O)(C)C)C=CC(=C1Cl)CCC(C=1SC(=CC1)C1=CC=C(C=C1)OC(F)(F)F)OC (2-(2,3-Dichloro-4-(3-methoxy-3-(5-(4-(trifluoromethoxy)phenyl)thien-2-yl)-propyl)phenoxy)-2-methylpropanoic acid). RXN SMILES: [Cl:1][C:2]1[C:14]([Cl:15])=[C:13]([CH2:16][CH2:17][CH:18]([OH:35])[C:19]2[S:20][C:21]([C:24]3[CH:29]=[CH:28][C:27]([O:30][C:31]([F:34])([F:33])[F:32])=[CH:26][CH:25]=3)=[CH:22][CH:23]=2)[CH:12]=[CH:11][C:3]=1[O:4][C:5]([CH3:10])([CH3:9])[C:6]([OH:8])=[O:7].[H-].[Na+].I[CH3:39]>>[Cl:1][C:2]1[C:14]([Cl:15])=[C:13]([CH2:16][CH2:17][CH:18]([O:35][CH3:39])[C:19]2[S:20][C:21]([C:24]3[CH:25]=[CH:26][C:27]([O:30][C:31]([F:32])([F:33])[F:34])=[CH:28][CH:29]=3)=[CH:22][CH:23]=2)[CH:12]=[CH:11][C:3]=1[O:4][C:5]([CH3:9])([CH3:10])[C:6]([OH:8])=[O:7] |f:1.2|. Procedure details: 2-(2,3-Dichloro-4-(3-methoxy-3-(5-(4-(trifluoromethoxy)phenyl)thien-2-yl)-propyl)phenoxy)-2-methylpropanoic acid is prepared from 2-(2,3-dichloro-4-(3-hydroxy-3-(5-(4-(trifluoromethoxy)phenyl)thien-2-yl)propyl)phenoxy)-2-methylpropanoic acid using 2.1 equivalents of sodium hydride and 2.1 equivalents of iodomethane according to general procedure H. The reactants are [Cl-].[NH4+] (ammonium chloride), C(C)(=O)O[C@H]1[C@@H](O[C@@H]([C@H]([C@@H]1OC(C)=O)OC(C)=O)COC(C)=O)C1=CC(=C(C=C1)C)CC=1SC(=CC1)Cl (1-(2,3,4,6-tetra-O-acetyl-β-D-glucopyranosyl)-3-(5-chloro-2-thienylmethyl)-4-methylbenzene), FC1=CC=C(C=N1)B(O)O (6-fluoropyridine-3-boronic acid), C(C)(C)(C)P(C(C)(C)C)C(C)(C)C.F[B-](F)(F)F.[H+] (tri-tert-butylphosphine•tetrafluoroboric acid), [F-].[K+] (potassium fluoride). The reagents and catalysts are [Pd].[Pd].C(C1=CC=CC=C1)=CC(=O)C=CC1=CC=CC=C1.C(C1=CC=CC=C1)=CC(=O)C=CC1=CC=CC=C1.C(C1=CC=CC=C1)=CC(=O)C=CC1=CC=CC=C1 (tris(dibenzylideneacetone) dipalladium (0)). The solvent is O1CCCC1 (tetrahydrofuran). Product: C(C)(=O)O[C@H]1[C@@H](O[C@@H]([C@H]([C@@H]1OC(C)=O)OC(C)=O)COC(C)=O)C1=CC(=C(C=C1)C)CC=1SC(=CC1)C=1C=NC(=CC1)F (1-(2,3,4,6-tetra-O-acetyl-β-D-glucopyranosyl)-3-(5-(6-fluoro-3-pyridyl)-2-thienylmethyl)-4-methylbenzene). The yield is 19.8%. RXN SMILES: [C:1]([O:4][C@@H:5]1[C@@H:10]([O:11][C:12](=[O:14])[CH3:13])[C@H:9]([O:15][C:16](=[O:18])[CH3:17])[C@@H:8]([CH2:19][O:20][C:21](=[O:23])[CH3:22])[O:7][C@H:6]1[C:24]1[CH:29]=[CH:28][C:27]([CH3:30])=[C:26]([CH2:31][C:32]2[S:33][C:34](Cl)=[CH:35][CH:36]=2)[CH:25]=1)(=[O:3])[CH3:2].[F:38][C:39]1[N:44]=[CH:43][C:42](B(O)O)=[CH:41][CH:40]=1.C(P(C(C)(C)C)C(C)(C)C)(C)(C)C.F[B-](F)(F)F.[H+].[F-].[K+].[Cl-].[NH4+]>O1CCCC1.[Pd].[Pd].C(=CC(C=CC1C=CC=CC=1)=O)C1C=CC=CC=1.C(=CC(C=CC1C=CC=CC=1)=O)C1C=CC=CC=1.C(=CC(C=CC1C=CC=CC=1)=O)C1C=CC=CC=1>[C:1]([O:4][C@@H:5]1[C@@H:10]([O:11][C:12](=[O:14])[CH3:13])[C@H:9]([O:15][C:16](=[O:18])[CH3:17])[C@@H:8]([CH2:19][O:20][C:21](=[O:23])[CH3:22])[O:7][C@H:6]1[C:24]1[CH:29]=[CH:28][C:27]([CH3:30])=[C:26]([CH2:31][C:32]2[S:33][C:34]([C:42]3[CH:43]=[N:44][C:39]([F:38])=[CH:40][CH:41]=3)=[CH:35][CH:36]=2)[CH:25]=1)(=[O:3])[CH3:2] |f:2.3.4,5.6,7.8,10.11.12.13.14|. Procedure: A solution of the above 1-(2,3,4,6-tetra-O-acetyl-β-D-glucopyranosyl)-3-(5-chloro-2-thienylmethyl)-4-methylbenzene 57 (200 mg), 6-fluoropyridine-3-boronic acid 58 (117 mg), tri-tert-butylphosphine•tetrafluoroboric acid adduct (24 mg), potassium fluoride (80 mg) and tris(dibenzylideneacetone) dipalladium (0) (27 mg) in tetrahydrofuran (8 ml) was stirred at room temperature for 2 days under argon atmosphere. Added thereto was a saturated aqueous ammonium chloride solution and the mixture was extra...